From a dataset of the Open Reaction Database (ORD), a public repository of structured organic reaction records. describe an organic reaction: reactants, conditions, products, and yield Reactants: ClC=1C=C2C(=NC1)N(C=C2C2=NC=C(C(=N2)NC2(C(CCCC2)O)O)F)S(=O)(=O)C2=CC=C(C)C=C2 ((2-(5-chloro-1-tosyl-1H-pyrrolo[2,3-b]pyridin-3-yl)-5-fluoropyrimidin-4-ylamino)cyclohexane-1,2-diol), ClC=1C=C2C(=NC1)N(C=C2C2=NC=C(C(=N2)NC2(C(CCCC2)O)O)F)S(=O)(=O)C2=CC=C(C)C=C2 ((2-(5-chloro-1-tosyl-1H-pyrrolo[2,3-b]pyridin-3-yl)-5-fluoropyrimidin-4-ylamino)cyclohexane-1,2-diol), CCCC[N+](CCCC)(CCCC)CCCC.[F-] (TBAF). The solvent is C1CCOC1 (THF). Run at time 1 hour. The product is ClC=1C=C2C(=NC1)NC=C2C2=NC=C(C(=N2)NC2(C(CCCC2)O)O)F ((2-(5-chloro-1H-pyrrolo[2,3-b]pyridin-3-yl)-5-fluoropyrimidin-4-ylamino)cyclohexane-1,2-diol). Reaction SMILES: [Cl:1][C:2]1[CH:3]=[C:4]2[C:10]([C:11]3[N:16]=[C:15]([NH:17][C:18]4([OH:25])[CH2:23][CH2:22][CH2:21][CH2:20][CH:19]4[OH:24])[C:14]([F:26])=[CH:13][N:12]=3)=[CH:9][N:8](S(C3C=CC(C)=CC=3)(=O)=O)[C:5]2=[N:6][CH:7]=1.CCCC[N+](CCCC)(CCCC)CCCC.[F-]>C1COCC1>[Cl:1][C:2]1[CH:3]=[C:4]2[C:10]([C:11]3[N:16]=[C:15]([NH:17][C:18]4([OH:25])[CH2:23][CH2:22][CH2:21][CH2:20][CH:19]4[OH:24])[C:14]([F:26])=[CH:13][N:12]=3)=[CH:9][NH:8][C:5]2=[N:6][CH:7]=1 |f:1.2|. Procedure: To a solution of (1R,2S,3S)-3-((2-(5-chloro-1-tosyl-1H-pyrrolo[2,3-b]pyridin-3-yl)-5-fluoropyrimidin-4-ylamino)cyclohexane-1,2-diol, 31c, (0.11 g, 0.21 mmol) in THF was added TBAF (0.23 g, 0.84 mmol). The reaction was aged at room temperature 1 hour, quenched with 1N HCl (1 ml), and purified via reverse phase chromatography (5-70% MeCN/H2O with 0.1% TFA). The product was desalted on an SPE bicarbonate cartridge, concentrated to dryness, and then triturated from MeOH to provide 18 mg of compound ... Starting materials: C1(CC1)CC(=O)Cl (2-cyclopropylacetyl chloride), ClC1=CC=C(C=C1)C=1N(C=CC1C)C (2-(4-chlorophenyl)-1,3-dimethyl-1H-pyrrole). The reagents and catalysts are [Zn] (Zinc). Solvent: C1(=CC=CC=C1)C (toluene), C([O-])(O)=O.[Na+] (sodium bicarbonate), ClC1=CC=CC=C1 (chlorobenzene). Conditions: temperature 25 celsius, time 3 hour. Yields the product ClC1=CC=C(C=C1)C1=C(C=C(N1C)C(CC1CC1)=O)C (1-(5-(4-chlorophenyl)-1,4-dimethyl-1H-pyrrol-2-yl)-2-cyclopropylethanone). Isolated yield 30.1%. Reaction SMILES: [CH:1]1([CH2:4][C:5](Cl)=[O:6])[CH2:3][CH2:2]1.[Cl:8][C:9]1[CH:14]=[CH:13][C:12]([C:15]2[N:16]([CH3:21])[CH:17]=[CH:18][C:19]=2[CH3:20])=[CH:11][CH:10]=1>ClC1C=CC=CC=1.C1(C)C=CC=CC=1.C(=O)(O)[O-].[Na+].[Zn]>[Cl:8][C:9]1[CH:10]=[CH:11][C:12]([C:15]2[N:16]([CH3:21])[C:17]([C:5](=[O:6])[CH2:4][CH:1]3[CH2:3][CH2:2]3)=[CH:18][C:19]=2[CH3:20])=[CH:13][CH:14]=1 |f:4.5|. Procedure: 2-cyclopropylacetyl chloride (11.83 g, 100.00 mmol) solution in chlorobenzene (60 ml) was added to the stirred solution of 2-(4-chlorophenyl)-1,3-dimethyl-1H-pyrrole (prepared according to the procedure given in Kazuhiko Taguchi et al., Tetrahedron Letters, 2005, 46, 4539-4542) (17.10 g, 83.00 mmol) and Zinc (10.87 g, 166.00 mmol) in toluene (100 ml) at 25° C. The reaction mixture was stirred at 25° C. for 3 h. The progress of the reaction was monitored by TLC. The mixture was diluted with a sat...